From a dataset of the Open Reaction Database (ORD), a public repository of structured organic reaction records. describe an organic reaction: reactants, conditions, products, and yield The reactants are C(C)(C)(C)OC(=O)N[C@@H]1CN(C[C@@H]([C@H]1O[Si](C)(C)C(C)(C)C)C)C1=C(C=NC=C1)NC(=O)C1=NC2=CC(=CC=C2C=C1NC(OCC1=CC=CC=C1)=O)C=1CCN(CC1)C (benzyl [2-({[4-((3R,4R,5S)-3-[(tert-butoxycarbonyl)amino]-4-{[tert-butyl(dimethyl)silyl]oxy}-5-methylpiperidin-1-yl)pyridin-3-yl]amino}carbonyl)-7-(1-methyl-1,2,3,6-tetrahydropyridin-4-yl)quinolin-3-yl]carbamate), [H][H] (hydrogen). The reagents and catalysts are [Pd] (Pd on carbon). Solvent: CO (MeOH). Product: NC=1C(=NC2=CC(=CC=C2C1)C1CCN(CC1)C)C(=O)NC=1C=NC=CC1N1C[C@H]([C@@H]([C@H](C1)C)O[Si](C)(C)C(C)(C)C)NC(OC(C)(C)C)=O (tert-butyl ((3R,4R,5S)-1-[3-({[3-amino-7-(1-methylpiperidin-4-yl)quinolin-2-yl]carbonyl}amino)pyridin-4-yl]-4-{[tert-butyl(dimethyl)silyl]oxy}-5-methylpiperidin-3-yl)carbamate). The yield is 66.6%. Reaction SMILES: [C:1]([O:5][C:6]([NH:8][C@H:9]1[C@H:14]([O:15][Si:16]([C:19]([CH3:22])([CH3:21])[CH3:20])([CH3:18])[CH3:17])[C@@H:13]([CH3:23])[CH2:12][N:11]([C:24]2[CH:29]=[CH:28][N:27]=[CH:26][C:25]=2[NH:30][C:31]([C:33]2[C:42]([NH:43]C(=O)OCC3C=CC=CC=3)=[CH:41][C:40]3[C:35](=[CH:36][C:37]([C:54]4[CH2:55][CH2:56][N:57]([CH3:60])[CH2:58][CH:59]=4)=[CH:38][CH:39]=3)[N:34]=2)=[O:32])[CH2:10]1)=[O:7])([CH3:4])([CH3:3])[CH3:2].[H][H]>CO.[Pd]>[NH2:43][C:42]1[C:33]([C:31]([NH:30][C:25]2[CH:26]=[N:27][CH:28]=[CH:29][C:24]=2[N:11]2[CH2:12][C@H:13]([CH3:23])[C@@H:14]([O:15][Si:16]([C:19]([CH3:22])([CH3:20])[CH3:21])([CH3:18])[CH3:17])[C@H:9]([NH:8][C:6](=[O:7])[O:5][C:1]([CH3:4])([CH3:3])[CH3:2])[CH2:10]2)=[O:32])=[N:34][C:35]2[C:40]([CH:41]=1)=[CH:39][CH:38]=[C:37]([CH:54]1[CH2:59][CH2:58][N:57]([CH3:60])[CH2:56][CH2:55]1)[CH:36]=2. Reported procedure: A mixture of benzyl [2-({[4-((3R,4R,5S)-3-[(tert-butoxycarbonyl)amino]-4-{[tert-butyl(dimethyl)silyl]oxy}-5-methylpiperidin-1-yl)pyridin-3-yl]amino}carbonyl)-7-(1-methyl-1,2,3,6-tetrahydropyridin-4-yl)quinolin-3-yl]carbamate (0.013 g, 0.016 mmol) in 1.5 mL of MeOH was hydrogenated in the presence of 10% Pd on carbon (10 mg) under a balloon of hydrogen at room temperature for 1 h. The reaction mixture was filtered and the filtrate was evaporated to dryness under reduced pressure to yield the prot... Starting materials: ClC1=NC(=C2N=CN(C2=N1)C1CCCC1)Cl (2,6-dichloro-9-cyclopentylpurine), 4-amino-1-(4-N,N-dimethylaminobutyl)piperidine. The solvent is C(C)N(CC)CC (triethylamine). Yields the product C1(CCCC1)N1C2=NC=NC=C2N=C1 (9-cyclopentylpurine). Reaction SMILES: Cl[C:2]1[N:10]=[C:9]2[C:5]([N:6]=[CH:7][N:8]2[CH:11]2[CH2:15][CH2:14][CH2:13][CH2:12]2)=[C:4](Cl)[N:3]=1>C(N(CC)CC)C>[CH:11]1([N:8]2[CH:7]=[N:6][C:5]3[C:9]2=[N:10][CH:2]=[N:3][CH:4]=3)[CH2:12][CH2:13][CH2:14][CH2:15]1. Procedure: 2-Chloro-6-[4-1-(4-N,N-dimethylaminobutyl))piperidinylamino]-9-cyclopentylpurine is prepared from 2,6-dichloro-9-cyclopentylpurine, 4-amino-1-(4-N,N-dimethylaminobutyl)piperidine, and triethylamine essentially as described above in Example 1, Scheme A, step b. Starting materials: C(=O)C1=C(C=CC(=C1)OC)B(O)O (2-formyl-4-methoxybenzeneboronic acid), ClC1=CC=C(CN2C(=NCC2=O)NN)C=C1 (3-(4-chlorobenzyl)-2-hydrazino-3,5-dihydroimidazol-4-one), compound 16, NN (hydrazine). Reagents/catalysts: CC(=O)O (AcOH). The solvent is C(C)O (ethanol). The product is ClC1=CC=C(CN2C(=NCC2=O)N2B(C3=C(C=N2)C=C(C=C3)OC)O)C=C1 (2-[(4-chlorobenzyl)-3,5-dihydroimidazol-4-on-2-yl]-1,2-dihydro-1-hydroxy-6-methoxy-2,3,1-benzodiazaborine). Reaction SMILES: [CH:1]([C:3]1[CH:8]=[C:7]([O:9][CH3:10])[CH:6]=[CH:5][C:4]=1[B:11]([OH:13])O)=O.[Cl:14][C:15]1[CH:29]=[CH:28][C:18]([CH2:19][N:20]2[C:24](=[O:25])[CH2:23][N:22]=[C:21]2[NH:26][NH2:27])=[CH:17][CH:16]=1.NN>C(O)C.CC(O)=O>[Cl:14][C:15]1[CH:29]=[CH:28][C:18]([CH2:19][N:20]2[C:24](=[O:25])[CH2:23][N:22]=[C:21]2[N:26]2[N:27]=[CH:1][C:3]3[CH:8]=[C:7]([O:9][CH3:10])[CH:6]=[CH:5][C:4]=3[B:11]2[OH:13])=[CH:17][CH:16]=1. Procedure details: A mixture of 1 (360 mg, 2.0 mmol) and 3-(4-chlorobenzyl)-2-hydrazino-3,5-dihydroimidazol-4-one (compound 16, commercially available from Maybridge Chemical Co., Ltd., Ryan Scientific #RF03409; 500 mg, 2.1 mmol) in 6 mL of absolute ethanol was treated with 1 drop of AcOH and was warmed on a steam bath until homogeneous. The mixture was allowed to stand at 23 ° C. overnight, whereupon the 137 mg of the starting hydrazine that had separated as crystals (mp 186-188° C.) was removed by suction filtra... The reactants are COC(CCCC(=O)OC)=S (3-methoxycarbonylmethyl-thiopropionic acid methyl ester), 360, O([Na])C.CO (NaOCH3 MeOH), 200, Cl (hydrochloric acid). Conditions: temperature 5 celsius, time 1 hour. The product is COC(=O)C1SC=CC1O (3-hydroxy-dihydrothiophene-2-carboxylic acid methyl ester). The yield is 88.0%. As a reaction SMILES: CO[C:3](=[S:11])[CH2:4][CH2:5][CH2:6][C:7]([O:9][CH3:10])=[O:8].[O:12](C)[Na].CO.Cl>>[CH3:10][O:9][C:7]([CH:6]1[CH:5]([OH:12])[CH:4]=[CH:3][S:11]1)=[O:8] |f:1.2|. Procedure: 192 Parts of 3-methoxycarbonylmethyl-thiopropionic acid methyl ester are added, in the course of 30 minutes, to a solution of 360 parts of a 30 percent strength by weight NaOCH3 /MeOH solution at 5° C. The resulting solution is stirred for one hour at 5° C. and then poured onto a mixture of 200 parts of concentrated hydrochloric acid and 1,000 parts of finely crushed ice. The oily layer which separates out is removed and the aqueous phase is extracted with three times 100 parts by volume of meth... The reactants are Cc1cccc(C2=C(c3cn(C)c4ccccc34)C(=O)OC2=O)c1, N, CN(C)C=O. Yields the product Cc1cccc(C2=C(c3cn(C)c4ccccc34)C(=O)NC2=O)c1. Reaction SMILES: [CH3:1][n:2]1[cH:3][c:4]([C:11]2=[C:15]([c:16]3[cH:17][c:18]([CH3:22])[cH:19][cH:20][cH:21]3)[C:14](=[O:23])[O:13][C:12]2=[O:24])[c:5]2[cH:6][cH:7][cH:8][cH:9][c:10]12.[NH3:25].[O:26]=[CH:27][N:28]([CH3:29])[CH3:30]>>[CH3:1][n:2]1[cH:3][c:4]([C:11]2=[C:15]([c:16]3[cH:17][c:18]([CH3:22])[cH:19][cH:20][cH:21]3)[C:14](=[O:13])[NH:25][C:12]2=[O:24])[c:5]2[cH:6][cH:7][cH:8][cH:9][c:10]12. Reactants: CC(C)(O)Cn1c(CO)nc2cnc3cc(OCc4ccccc4)ccc3c21, CC(=O)OC(C)=O, O, c1ccncc1. The product is CC(=O)OCc1nc2cnc3cc(OCc4ccccc4)ccc3c2n1CC(C)(C)O. RXN SMILES: [CH2:1]([c:2]1[cH:3][cH:4][cH:5][cH:6][cH:7]1)[O:8][c:9]1[cH:10][cH:11][c:12]2[c:13]3[c:14]([cH:15][n:16][c:17]2[cH:18]1)[n:19][c:20]([CH2:27][OH:28])[n:21]3[CH2:22][C:23]([CH3:24])([OH:25])[CH3:26].[CH3:35][C:36](=[O:37])[O:38][C:39](=[O:40])[CH3:41].[OH2:42].[cH:29]1[cH:30][cH:31][n:32][cH:33][cH:34]1>>[CH2:1]([c:2]1[cH:3][cH:4][cH:5][cH:6][cH:7]1)[O:8][c:9]1[cH:10][cH:11][c:12]2[c:13]3[c:14]([cH:15][n:16][c:17]2[cH:18]1)[n:19][c:20]([CH2:27][O:28][C:36]([CH3:35])=[O:37])[n:21]3[CH2:22][C:23]([CH3:24])([OH:25])[CH3:26]. Reactants: N12CC(C(CC1)CC2)CO (quinuclidine-3-methanol), N12CC(C(CC1)CC2)=O (quinuclidine-3-one), alkali metal cyanide. Product: C(#N)C1(CN2CCC1CC2)O (3-cyano-3-hydroxy-quinuclidine). RXN SMILES: [N:1]12CCC(CC1)C(CO)[CH2:2]2.[N:11]12[CH2:18][CH2:17][CH:14]([CH2:15][CH2:16]1)[C:13](=[O:19])[CH2:12]2>>[C:2]([C:13]1([OH:19])[CH:14]2[CH2:17][CH2:18][N:11]([CH2:16][CH2:15]2)[CH2:12]1)#[N:1]. Reported procedure: The novel process of the invention for the preparation of quinuclidine-3-methanol comprises reacting quinuclidine-3-one acid addition salt with an alkali metal cyanide in an aqueous meda to obtain 3-cyano-3-hydroxy-quinuclidine, reacting the latter with anhydrous methanol in the presence of hydrogen chloride gas followed by treatment with aqueous alkali to obtain methyl 3-hydroxy-quinuclidine-3-carboxylate, reacting the latter with thionyl chloride to form methyl 1-azabicyclo(2,2,2)oct-2-ene-3-c... Starting materials: compound 14, NC1=C(OCCCC(=O)OCC)C=CC=C1 (ethyl 4-(2-aminophenoxy)butyrate), CC(CN1C=CC2=CC(=CC=C12)/C(=C/C(=O)O)/C)CCC (3-[1-(2-methylpentyl)indol-5-yl]isocrotonic acid). The product is CC(CN1C=CC2=CC(=CC=C12)/C(=C/C(=O)NC1=C(OCCCC(=O)O)C=CC=C1)/C)CCC (4-{2-[3-[1-(2-methylpentyl)indol-5-yl]isocrotonoylamino]phenoxy}butyric acid). As a reaction SMILES: [NH2:1][C:2]1[CH:16]=[CH:15][CH:14]=[CH:13][C:3]=1[O:4][CH2:5][CH2:6][CH2:7][C:8]([O:10]CC)=[O:9].[CH3:17][CH:18]([CH2:35][CH2:36][CH3:37])[CH2:19][N:20]1[C:28]2[C:23](=[CH:24][C:25](/[C:29](/[CH3:34])=[CH:30]/[C:31](O)=[O:32])=[CH:26][CH:27]=2)[CH:22]=[CH:21]1>>[CH3:17][CH:18]([CH2:35][CH2:36][CH3:37])[CH2:19][N:20]1[C:28]2[C:23](=[CH:24][C:25](/[C:29](/[CH3:34])=[CH:30]/[C:31]([NH:1][C:2]3[CH:16]=[CH:15][CH:14]=[CH:13][C:3]=3[O:4][CH2:5][CH2:6][CH2:7][C:8]([OH:10])=[O:9])=[O:32])=[CH:26][CH:27]=2)[CH:22]=[CH:21]1. Procedure: 0.56 g of compound 14 was obtained in a similar manner to those described in the Examples 1 and 2 using 1.56 g of ethyl 4-(2-aminophenoxy)butyrate and 1.0 g of 3-[1-(2-methylpentyl)indol-5-yl]isocrotonic acid obtained according to the procedures described in the Reference Examples 1-4. The product is C1(CC1)NC(C1=CC(=C(C(=C1)N1C(C(=NC=C1)N[C@H]([C@H](CN1CCCCC1)C)C1=CC=CC=C1)=O)C)F)=O (N-Cyclopropyl-3-fluoro-4-methyl-5-[3-{[(1R,2S)-2-methyl-1-phenyl-3-piperidin-1-ylpropyl]amino}-2-oxopyrazin-1(2H)-yl]benzamide). Starting materials: C1(CC1)NC(C1=CC(=C(C(=C1)N1C(C(=NC=C1)N[C@H]([C@H](C=O)C)C1=CC=CC=C1)=O)C)F)=O (N-cyclopropyl-3-fluoro-4-methyl-5-[3-{[(1R,2R)-2-methyl-3-oxo-1-phenylpropyl]amino}-2-oxopyrazin-1(2H)-yl]benzamide), N1CCCCC1 (piperidine). RXN SMILES: [CH:1]1([NH:4][C:5](=[O:33])[C:6]2[CH:11]=[C:10]([N:12]3[CH:17]=[CH:16][N:15]=[C:14]([NH:18][C@@H:19]([C:24]4[CH:29]=[CH:28][CH:27]=[CH:26][CH:25]=4)[C@@H:20]([CH3:23])[CH:21]=O)[C:13]3=[O:30])[C:9]([CH3:31])=[C:8]([F:32])[CH:7]=2)[CH2:3][CH2:2]1.[NH:34]1[CH2:39][CH2:38][CH2:37][CH2:36][CH2:35]1>>[CH:1]1([NH:4][C:5](=[O:33])[C:6]2[CH:11]=[C:10]([N:12]3[CH:17]=[CH:16][N:15]=[C:14]([NH:18][C@@H:19]([C:24]4[CH:29]=[CH:28][CH:27]=[CH:26][CH:25]=4)[C@@H:20]([CH3:23])[CH2:21][N:34]4[CH2:39][CH2:38][CH2:37][CH2:36][CH2:35]4)[C:13]3=[O:30])[C:9]([CH3:31])=[C:8]([F:32])[CH:7]=2)[CH2:3][CH2:2]1. Procedure details: The title compound was prepared from N-cyclopropyl-3-fluoro-4-methyl-5-[3-{[(1R,2R)-2-methyl-3-oxo-1-phenylpropyl]amino}-2-oxopyrazin-1(2H)-yl]benzamide (Example 328e) and piperidine using a similar method to that described for Example 328f.